From a dataset of the Open Reaction Database (ORD), a public repository of structured organic reaction records. describe an organic reaction: reactants, conditions, products, and yield Reactants: COC1=CC=C2CCC(C2=C1)=O (6-methoxy-1-indanone), C1(=CC=C(C=C1)S(=O)(=O)O)C (p-toluenesulfonic acid), CC(C=C)O (3-buten-2-ol), COC(C)(C)OC (2,2-dimethoxypropane). Run in C1(=CC=CC=C1)C (toluene). The product is C(C=CC)C1C(C2=CC(=CC=C2C1)OC)=O ((RS)-2-(2-buten-1-yl)-6-methoxy-1-indanone). Isolated yield 55.0%. Reaction SMILES: [CH3:1][O:2][C:3]1[CH:11]=[C:10]2[C:6]([CH2:7][CH2:8][C:9]2=[O:12])=[CH:5][CH:4]=1.[CH3:13][CH:14](O)[CH:15]=[CH2:16].COC(OC)(C)C.C1(C)C=CC(S(O)(=O)=O)=CC=1>C1(C)C=CC=CC=1>[CH2:13]([CH:8]1[CH2:7][C:6]2[C:10](=[CH:11][C:3]([O:2][CH3:1])=[CH:4][CH:5]=2)[C:9]1=[O:12])[CH:14]=[CH:15][CH3:16]. Reported procedure: A solution of 20.0 g of 6-methoxy-1-indanone, 31.3 ml of 3-buten-2-ol, 53.5 ml of 2,2-dimethoxypropane and 200 mg of p-toluenesulfonic acid in 200 ml of toluene was brought to boiling. The resulting methanol/acetone mixture was distilled off and the reaction solution was subsequently boiled under reflux overnight. After cooling, the solution was washed with 50 ml of saturated sodium hydrogen carbonate solution. The aqueous washing was extracted with 50 ml of ethyl acetate, the organic phases wer... The reactants are O=C(Cl)C12CC3CC(CC(C3)C1)C2, OCc1cccc(Oc2ccccc2)c1, c1ccncc1, c1ccccc1. Yields the product O=C(OCc1cccc(Oc2ccccc2)c1)C12CC3CC(CC(C3)C1)C2. RXN SMILES: [C:1]12([C:11](=[O:12])[Cl:13])[CH2:2][CH:3]3[CH2:4][CH:5]([CH2:6][CH:7]([CH2:8]1)[CH2:9]3)[CH2:10]2.[O:14]([c:15]1[cH:16][cH:17][cH:18][cH:19][cH:20]1)[c:21]1[cH:22][c:23]([CH2:24][OH:25])[cH:26][cH:27][cH:28]1.[cH:29]1[cH:30][cH:31][n:32][cH:33][cH:34]1.[cH:35]1[cH:36][cH:37][cH:38][cH:39][cH:40]1>>[C:1]12([C:11](=[O:12])[O:25][CH2:24][c:23]3[cH:22][c:21]([O:14][c:15]4[cH:16][cH:17][cH:18][cH:19][cH:20]4)[cH:28][cH:27][cH:26]3)[CH2:2][CH:3]3[CH2:4][CH:5]([CH2:6][CH:7]([CH2:8]1)[CH2:9]3)[CH2:10]2.